From a dataset of the Open Reaction Database (ORD), a public repository of structured organic reaction records. describe an organic reaction: reactants, conditions, products, and yield The reactants are NC1=C(C(=NS1)C1=CC=C(C=C1)N)C(=O)N (5-amino-3-(4-aminophenyl)isothiazole-4-carboxamide), C(C)(C)N(C(C)C)CC (N,N-diisopropylethylamine), FC1=C(C=C(C=C1)C)N=C=O (2-fluoro-5-methylphenyl isocyanate). Solvent: O1CCOCC1 (dioxane). Reaction conditions: time 5 minute. Product: NC1=C(C(=NS1)C1=CC=C(C=C1)NC(=O)NC1=C(C=CC(=C1)C)F)C(=O)N (5-Amino-3-[4-({[(2-fluoro-5-methylphenyl)amino]carbonyl}amino)phenyl]isothiazole-4-carboxamide). Isolated yield 88.7%. RXN SMILES: [NH2:1][C:2]1[S:6][N:5]=[C:4]([C:7]2[CH:12]=[CH:11][C:10]([NH2:13])=[CH:9][CH:8]=2)[C:3]=1[C:14]([NH2:16])=[O:15].C(N(CC)C(C)C)(C)C.[F:26][C:27]1[CH:32]=[CH:31][C:30]([CH3:33])=[CH:29][C:28]=1[N:34]=[C:35]=[O:36]>O1CCOCC1>[NH2:1][C:2]1[S:6][N:5]=[C:4]([C:7]2[CH:8]=[CH:9][C:10]([NH:13][C:35]([NH:34][C:28]3[CH:29]=[C:30]([CH3:33])[CH:31]=[CH:32][C:27]=3[F:26])=[O:36])=[CH:11][CH:12]=2)[C:3]=1[C:14]([NH2:16])=[O:15]. Procedure details: A mixture of 5-amino-3-(4-aminophenyl)isothiazole-4-carboxamide (18 mg, 0.079 mmol), N,N-diisopropylethylamine (0.034 mL, 0.20 mmol), and 2-fluoro-5-methylphenyl isocyanate (0.014 mL, 0.11 mmol) in 1.0 mL dioxane was reacted at room temperature for 2.5 hours. The reaction was quenched with 0.5 mL MeOH, stirred 5 min at room temperature, and then evaporated. The residue was recrystallized from EtOAc/CHCl3 to give the title compound as a pale yellow solid (27 mg, 88%). Yield: 108.2%. The reactants are C(C)(C)(C)OC(=O)N1CCC(CC1)N (N-(tert-butoxycarbonyl-4-piperidinyl)amine), CC=1NC(=C(N1)C=O)C (2,5-dimethylimidazole-4-carbaldehyde), C([O-])([O-])=O.[K+].[K+] (potassium carbonate), C(C)(=O)O[BH-](OC(C)=O)OC(C)=O.[Na+] (sodium triacetoxyborohydride). As a reaction SMILES: [C:1]([O:5][C:6]([N:8]1[CH2:13][CH2:12][CH:11]([NH2:14])[CH2:10][CH2:9]1)=[O:7])([CH3:4])([CH3:3])[CH3:2].[CH3:15][C:16]1[NH:17][C:18]([CH3:23])=[C:19]([CH:21]=O)[N:20]=1.C(O[BH-](OC(=O)C)OC(=O)C)(=O)C.[Na+].C(=O)([O-])[O-].[K+].[K+]>ClCCCl.C(O)(=O)C>[CH3:15][C:16]1[NH:17][C:18]([CH3:23])=[C:19]([CH2:21][NH:14][CH:11]2[CH2:12][CH2:13][N:8]([C:6]([O:5][C:1]([CH3:4])([CH3:2])[CH3:3])=[O:7])[CH2:9][CH2:10]2)[N:20]=1 |f:2.3,4.5.6|. Product: CC=1NC(=C(N1)CNC1CCN(CC1)C(=O)OC(C)(C)C)C (tert-butyl 4-(((2,5-dimethyl-1H-imidazol-4-yl)methyl)amino)-1-piperidinecarboxylate). Procedure details: N-(tert-butoxycarbonyl-4-piperidinyl)amine (4.8 g), 2,5-dimethylimidazole-4-carbaldehyde (3.0 g) and acetic acid (1.7 ml) were dissolved in 1,2-dichloroethane (50 ml), under ice-cooling, sodium triacetoxyborohydride (7.7 g) was added thereto, and mixed at room temperature for 15 hours. The reaction solution was poured into an aqueous potassium carbonate solution, and extracted with chloroform. The extract was dried over anhydrous magnesium sulfate, the solvent was distilled off under reduced pre... Run in ClCCCl (1,2-dichloroethane), C(C)(=O)O (acetic acid). Reactants: C[Si](CCOC(=O)N1C(CCCC1)CCOC1=C(C(NC2=CC(=C(C=C12)N)Cl)=O)C1=CC(=CC(=C1)C)C)(C)C (2-{2-[6-amino-7-chloro-3-(3,5-dimethylphenyl)-2-oxo-1,2-dihydroquinolin-4-yloxy]-ethyl}-piperidine-1-carboxylic acid 2-trimethylsilanylethyl ester), ClC(Cl)(OC(OC(Cl)(Cl)Cl)=O)Cl (triphosgene). Solvent: C(Cl)(Cl)Cl (chloroform), O (water). Run at time 2 hour. Yields the product C[Si](CCOC(=O)N1C(CCCC1)CCOC1=C(C(NC2=CC(=C(C=C12)N=C=O)Cl)=O)C1=CC(=CC(=C1)C)C)(C)C (2-{2-[7-chloro-3-(3,5-dimethylphenyl)-6-isocyanato-2-oxo-1,2-dihydroquinolin-4-yloxy]-ethyl}-piperidine-1-carboxylic acid 2-trimethylsilanyl-ethyl ester). As a reaction SMILES: [CH3:1][Si:2]([CH3:39])([CH3:38])[CH2:3][CH2:4][O:5][C:6]([N:8]1[CH2:13][CH2:12][CH2:11][CH2:10][CH:9]1[CH2:14][CH2:15][O:16][C:17]1[C:26]2[C:21](=[CH:22][C:23]([Cl:28])=[C:24]([NH2:27])[CH:25]=2)[NH:20][C:19](=[O:29])[C:18]=1[C:30]1[CH:35]=[C:34]([CH3:36])[CH:33]=[C:32]([CH3:37])[CH:31]=1)=[O:7].Cl[C:41](Cl)([O:43]C(=O)OC(Cl)(Cl)Cl)Cl>C(Cl)(Cl)Cl.O>[CH3:39][Si:2]([CH3:38])([CH3:1])[CH2:3][CH2:4][O:5][C:6]([N:8]1[CH2:13][CH2:12][CH2:11][CH2:10][CH:9]1[CH2:14][CH2:15][O:16][C:17]1[C:26]2[C:21](=[CH:22][C:23]([Cl:28])=[C:24]([N:27]=[C:41]=[O:43])[CH:25]=2)[NH:20][C:19](=[O:29])[C:18]=1[C:30]1[CH:35]=[C:34]([CH3:36])[CH:33]=[C:32]([CH3:37])[CH:31]=1)=[O:7]. Reported procedure: To a solution of 2-{2-[6-amino-7-chloro-3-(3,5-dimethylphenyl)-2-oxo-1,2-dihydroquinolin-4-yloxy]-ethyl}-piperidine-1-carboxylic acid 2-trimethylsilanylethyl ester (from EXAMPLE 3.2B, 90 mg in a mixture of 1 mL chloroform and 1 mL water containing 47 mg calcium carbonate) at 0° C. was added 46 mg triphosgene and the mixture allowed to warm slowly to room temperature. After 2 hours, the reaction was quenched by the addition of 2N hydrochloric acid, extracted with methylene chloride and the organi... Starting materials: CC1=C(C(=CC=C1)C)Br (2,6-dimethylbromobenzene), [Mg] (magnesium), Cl (hydrochloric acid), II (iodine), halide, Cl.Cl.NN1C(=NN=C1)NN (4-amino-3-hydrazino-1,2,4-triazole dihydrochloride), C(C)Br (ethyl bromide), C(OCC)(OCC)OCC (triethyl orthoformate). Solvent: CCOCC (ether), CCOCC (ether), O (water), C(C)O (ethanol), C(C)O (ethanol). Conditions: time 8 hour. Yields the product Cl.NN1C(=NN=C1)NN=CC1=C(C=CC=C1C)C (4-Amino-3-(2,6-dimethylbenzylidenehydrazino)-1,2,4-triazole hydrochloride). Reaction SMILES: [CH3:1][C:2]1[CH:7]=[CH:6][CH:5]=[C:4]([CH3:8])[C:3]=1Br.[Mg].C(Br)C.II.[CH:16](OCC)(OCC)OCC.[ClH:26].Cl.Cl.[NH2:29][N:30]1[CH:34]=[N:33][N:32]=[C:31]1[NH:35][NH2:36]>CCOCC.C(O)C.O>[ClH:26].[NH2:29][N:30]1[CH:34]=[N:33][N:32]=[C:31]1[NH:35][N:36]=[CH:16][C:3]1[C:2]([CH3:1])=[CH:7][CH:6]=[CH:5][C:4]=1[CH3:8] |f:6.7.8,12.13|. Procedure: In an atmosphere of dry nitrogen, a solution of 9.25 g (0.05 mole) of 2,6-dimethylbromobenzene in 100 ml of ether was added dropwise with stirring to 1.2 g (0.05 g atom) of magnesium turnings in 20 ml of ether. The reaction was started by the addition of ethyl bromide and a crystal of iodine. When all the halide had been added, the solution was refluxed for 2 hours. 8.2 ml (0.052 mole) of triethyl orthoformate was added dropwise and the reaction mixture was refluxed for 1.5 hour and left overnig... Starting materials: C(CC)[C@@H]1CC[C@H](CC1)CC[C@@H]1CC[C@H](CC1)C=O (trans-4-[2-(trans-4-propylcyclohexyl)ethyl]cyclohexanecarboxaldehyde), [Br-].C(#N)C1=CC=C(C[P+](C2=CC=CC=C2)(C2=CC=CC=C2)C2=CC=CC=C2)C=C1 (p-cyanobenzyl-triphenylphosphonium bromide), C([O-])([O-])=O.[K+].[K+] (potassium carbonate). The solvent is O1CCOCC1 (dioxan). Run at time 72 hour. Product: C(CC)[C@@H]1CC[C@H](CC1)CC[C@@H]1CC[C@H](CC1)C=CC1=CC=C(C#N)C=C1 (p-[2-[trans-4-[2-(trans-4-propylcyclohexyl)ethyl]cyclohexyl]vinyl]benzonitrile). The yield is 77.9%. Reaction SMILES: [CH2:1]([C@H:4]1[CH2:9][CH2:8][C@H:7]([CH2:10][CH2:11][C@H:12]2[CH2:17][CH2:16][C@H:15]([CH:18]=O)[CH2:14][CH2:13]2)[CH2:6][CH2:5]1)[CH2:2][CH3:3].[Br-].[C:21]([C:23]1[CH:48]=[CH:47][C:26]([CH2:27][P+](C2C=CC=CC=2)(C2C=CC=CC=2)C2C=CC=CC=2)=[CH:25][CH:24]=1)#[N:22].C(=O)([O-])[O-].[K+].[K+]>O1CCOCC1>[CH2:1]([C@H:4]1[CH2:9][CH2:8][C@H:7]([CH2:10][CH2:11][C@H:12]2[CH2:17][CH2:16][C@H:15]([CH:18]=[CH:27][C:26]3[CH:47]=[CH:48][C:23]([C:21]#[N:22])=[CH:24][CH:25]=3)[CH2:14][CH2:13]2)[CH2:6][CH2:5]1)[CH2:2][CH3:3] |f:1.2,3.4.5|. Reported procedure: A mixture of 5.6 g of trans-4-[2-(trans-4-propylcyclohexyl)ethyl]cyclohexanecarboxaldehyde, 10.6 g of p-cyanobenzyl-triphenylphosphonium bromide and 200 ml of dioxan was treated with 14.5 g of powdered potassium carbonate and the mixture was heated to boiling for 72 hours. After cooling, the mixture was filtered, the filtrate was concentrated and the residue was chromatographed on silica gel with hexane/diethyl ether (vol. 4:1), thereby obtaining 6.0 g of p-[2-[trans-4-[2-(trans-4-propylcyclohex...